This data is from the Open Reaction Database (ORD), a public repository of structured organic reaction records. The task is: describe an organic reaction: reactants, conditions, products, and yield The reactants are ICC (Iodoethane), BrC1=CC(=C(C(=C1C1=CC=C(C=C1)F)F)O)C=O (6-Bromo-2,4′-difluoro-3-hydroxybiphenyl-4-carbaldehyde), C([O-])([O-])=O.[K+].[K+] (potassium carbonate). Run in CN(C)C=O (DMF). Conditions: temperature 60 celsius, time 5 hour. Yields the product BrC1=CC(=C(C(=C1C1=CC=C(C=C1)F)F)OCC)C=O (6-Bromo-3-ethoxy-2,4′-difluorobiphenyl-4-carbaldehyde). Isolated yield 95.8%. As a reaction SMILES: I[CH2:2][CH3:3].[Br:4][C:5]1[C:10]([C:11]2[CH:16]=[CH:15][C:14]([F:17])=[CH:13][CH:12]=2)=[C:9]([F:18])[C:8]([OH:19])=[C:7]([CH:20]=[O:21])[CH:6]=1.C(=O)([O-])[O-].[K+].[K+]>CN(C=O)C>[Br:4][C:5]1[C:10]([C:11]2[CH:16]=[CH:15][C:14]([F:17])=[CH:13][CH:12]=2)=[C:9]([F:18])[C:8]([O:19][CH2:2][CH3:3])=[C:7]([CH:20]=[O:21])[CH:6]=1 |f:2.3.4|. Procedure details: Iodoethane (2.54 g) was added to a mixture of 6-Bromo-2,4′-difluoro-3-hydroxybiphenyl-4-carbaldehyde (3.40 g) and potassium carbonate (3.00 g) in DMF (35 mL) at room temperature. The mixture was stirred at 60° C. under nitrogen atmosphere for 5 hours. The mixture was quenched with water at room temperature and extracted with ethyl acetate. The organic layer was separated, washed with water and brine, dried over anhydrous magnesium sulfate and concentrated in vacuo. The residue was purified by a ... Starting materials: C(C)(C)[N-]C(C)C.[Li+] (lithium diisopropylamide), C(C1=CC=CC=C1)OC1=C(C=CC=C1)CCCC(=O)OC (methyl 4-(2-benzyloxyphenyl)butyrate), C1(CCCCC1)C(=O)Cl (Cyclohexanecarbonyl chloride), C(C)(C)NC(C)C (diisopropylamine), C(CCC)[Li] (n-butyllithium). Run in O1CCCC1 (tetrahydrofuran), CCCCCC (hexane). Conditions: time 30 minute. The product is C(C1=CC=CC=C1)OC1=C(C=CC=C1)CCC(C(=O)OC)C(=O)C1CCCCC1 (methyl 4-(2-benzyloxyphenyl)-2-(cyclohexylcarbonyl)butyrate). Yield: 48.2%. Reaction SMILES: C([N-]C(C)C)(C)C.[Li+].C(NC(C)C)(C)C.C([Li])CCC.[CH2:21]([O:28][C:29]1[CH:34]=[CH:33][CH:32]=[CH:31][C:30]=1[CH2:35][CH2:36][CH2:37][C:38]([O:40][CH3:41])=[O:39])[C:22]1[CH:27]=[CH:26][CH:25]=[CH:24][CH:23]=1.[CH:42]1([C:48](Cl)=[O:49])[CH2:47][CH2:46][CH2:45][CH2:44][CH2:43]1>O1CCCC1.CCCCCC>[CH2:21]([O:28][C:29]1[CH:34]=[CH:33][CH:32]=[CH:31][C:30]=1[CH2:35][CH2:36][CH:37]([C:48]([CH:42]1[CH2:47][CH2:46][CH2:45][CH2:44][CH2:43]1)=[O:49])[C:38]([O:40][CH3:41])=[O:39])[C:22]1[CH:23]=[CH:24][CH:25]=[CH:26][CH:27]=1 |f:0.1|. Procedure: To a dry ice-acetone bath cooled solution of lithium diisopropylamide, prepared from diisopropylamine (222 mg) and 1.61M hexane solution of n-butyllithium (1.24 ml) in tetrahydrofuran (5.6 ml), was added methyl 4-(2-benzyloxyphenyl)butyrate (284 mg) and the mixture was stirred for 30 minutes at the same temperature. Cyclohexanecarbonyl chloride (176 mg) was added. After being stirred for 30 minutes the reaction mixture was quenched by 1N hydrochloric acid solution and the organic layer was separ... Starting materials: O=C(Cl)Cl, Cl, C1COCCO1, Nc1ccc(Oc2cccc3ccccc23)cc1. The product is O=C=Nc1ccc(Oc2cccc3ccccc23)cc1. As a reaction SMILES: [Cl:19][C:20]([Cl:21])=[O:22].[ClH:29].[O:23]1[CH2:24][CH2:25][O:26][CH2:27][CH2:28]1.[c:1]1([O:11][c:12]2[cH:13][cH:14][c:15]([NH2:16])[cH:17][cH:18]2)[cH:2][cH:3][cH:4][c:5]2[cH:6][cH:7][cH:8][cH:9][c:10]12>>[c:1]1([O:11][c:12]2[cH:13][cH:14][c:15]([N:16]=[C:20]=[O:22])[cH:17][cH:18]2)[cH:2][cH:3][cH:4][c:5]2[cH:6][cH:7][cH:8][cH:9][c:10]12. The reactants are FC1=C(C(=C(C=C1OC)OC)F)C1=NC=C2C(=N1)NN=C2I (6-(2,6-difluoro-3,5-dimethoxyphenyl)-3-iodo-1H-pyrazolo[3,4-d]pyrimidine), C1(CC1)N1C(C2=CC=C(C=C2C1)B1OC(C(O1)(C)C)(C)C)=O (2-cyclopropyl-5-(4,4,5,5-tetramethyl-1,3,2-dioxaborolan-2-yl)isoindolin-1-one). The product is C1(CC1)N1C(C2=CC=C(C=C2C1)C1=NNC2=NC(=NC=C21)C2=C(C(=CC(=C2F)OC)OC)F)=O (2-cyclopropyl-5-[6-(2,6-difluoro-3,5-dimethoxyphenyl)-1H-pyrazolo[3,4-d]pyrimidin-3-yl]isoindolin-1-one). RXN SMILES: [F:1][C:2]1[C:7]([O:8][CH3:9])=[CH:6][C:5]([O:10][CH3:11])=[C:4]([F:12])[C:3]=1[C:13]1[N:18]=[C:17]2[NH:19][N:20]=[C:21](I)[C:16]2=[CH:15][N:14]=1.[CH:23]1([N:26]2[CH2:34][C:33]3[C:28](=[CH:29][CH:30]=[C:31](B4OC(C)(C)C(C)(C)O4)[CH:32]=3)[C:27]2=[O:44])[CH2:25][CH2:24]1>>[CH:23]1([N:26]2[CH2:34][C:33]3[C:28](=[CH:29][CH:30]=[C:31]([C:21]4[C:16]5[C:17](=[N:18][C:13]([C:3]6[C:2]([F:1])=[C:7]([O:8][CH3:9])[CH:6]=[C:5]([O:10][CH3:11])[C:4]=6[F:12])=[N:14][CH:15]=5)[NH:19][N:20]=4)[CH:32]=3)[C:27]2=[O:44])[CH2:25][CH2:24]1. Procedure: This compound was prepared by using procedures analogous to those described for the synthesis of Example 4, Step 2 starting from 6-(2,6-difluoro-3,5-dimethoxyphenyl)-3-iodo-1H-pyrazolo[3,4-d]pyrimidine and 2-cyclopropyl-5-(4,4,5,5-tetramethyl-1,3,2-dioxaborolan-2-yl)isoindolin-1-one. LCMS (M+H)+=464.1. 1H NMR (300 MHz, DMSO-d6) δ: 9.86 (s, 1H), 8.34 (s, 1H), 8.27 (d, J=8.0 Hz, 1H), 7.80 (d, J=8.0 Hz, 1H), 7.18 (t, J=8.3 Hz, 1H), 4.52 (s, 2H), 3.94 (s, 6H), 3.07-2.90 (m, 1H), 0.97-0.76 (m, 4H).